From a dataset of the Open Reaction Database (ORD), a public repository of structured organic reaction records. describe an organic reaction: reactants, conditions, products, and yield The reactants are C1COCCN1, CCOC(C)=O, O=c1[nH]c(=O)c2[nH]c(Cl)nc2[nH]1, Cl, CCCCCCCCI, [Na+], [Na+], O=C([O-])[O-], CN(C)C=O, c1ccc(P(c2ccccc2)(c2ccccc2)[Pd](P(c2ccccc2)(c2ccccc2)c2ccccc2)(P(c2ccccc2)(c2ccccc2)c2ccccc2)P(c2ccccc2)(c2ccccc2)c2ccccc2)cc1. Yields the product CCCCCCCCn1c(=O)[nH]c(=O)c2[nH]c(Cl)nc21. RXN SMILES: [CH2:28]1[NH:29][CH2:30][CH2:31][O:32][CH2:33]1.[CH3:117][CH2:118][O:119][C:120]([CH3:121])=[O:122].[Cl:1][c:2]1[n:3][c:4]2[nH:5][c:6](=[O:12])[nH:7][c:8](=[O:11])[c:9]2[nH:10]1.[ClH:34].[I:19][CH2:20][CH2:21][CH2:22][CH2:23][CH2:24][CH2:25][CH2:26][CH3:27].[Na+:13].[Na+:14].[O-:15][C:16](=[O:17])[O-:18].[O:35]=[CH:36][N:37]([CH3:38])[CH3:39].[cH:40]1[cH:41][cH:42][c:43]([P:44]([Pd:45]([P:46]([c:47]2[cH:48][cH:49][cH:50][cH:51][cH:52]2)([c:53]2[cH:54][cH:55][cH:56][cH:57][cH:58]2)[c:59]2[cH:60][cH:61][cH:62][cH:63][cH:64]2)([P:65]([c:66]2[cH:67][cH:68][cH:69][cH:70][cH:71]2)([c:72]2[cH:73][cH:74][cH:75][cH:76][cH:77]2)[c:78]2[cH:79][cH:80][cH:81][cH:82][cH:83]2)[P:84]([c:85]2[cH:86][cH:87][cH:88][cH:89][cH:90]2)([c:91]2[cH:92][cH:93][cH:94][cH:95][cH:96]2)[c:97]2[cH:98][cH:99][cH:100][cH:101][cH:102]2)([c:103]2[cH:104][cH:105][cH:106][cH:107][cH:108]2)[c:109]2[cH:110][cH:111][cH:112][cH:113][cH:114]2)[cH:115][cH:116]1>>[Cl:1][c:2]1[n:3][c:4]2[n:5]([CH2:20][CH2:21][CH2:22][CH2:23][CH2:24][CH2:25][CH2:26][CH3:27])[c:6](=[O:12])[nH:7][c:8](=[O:11])[c:9]2[nH:10]1. Starting materials: C(C)OC(=O)C=1C=C2C(=NC1)OC(=C2)COC (2-methoxymethyl-furo[2,3-b]pyridine-5-carboxylic acid ethyl ester), O1C=CC=2C1=NC=C(C2)CCCNC ((3-furo[2,3-b]pyridin-5-yl-propyl)methyl-amine). As a reaction SMILES: C(O[C:4]([C:6]1[CH:7]=[C:8]2[CH:14]=[C:13]([CH2:15]OC)[O:12][C:9]2=[N:10][CH:11]=1)=O)C.O1[C:22]2=[N:23][CH:24]=C(CCCNC)C=[C:21]2C=C1>>[CH3:24][NH:23][CH2:22][CH2:21][CH2:4][C:6]1[CH:7]=[C:8]2[CH:14]=[C:13]([CH3:15])[O:12][C:9]2=[N:10][CH:11]=1. Procedure: Prepared from 2-methoxymethyl-furo[2,3-b]pyridine-5-carboxylic acid ethyl ester in analogy to the methods described for (3-furo[2,3-b]pyridin-5-yl-propyl)methyl-amine. The product is CNCCCC=1C=C2C(=NC1)OC(=C2)C (Methyl-[3-(2-methyl-furo[2,3-b]pyridin-5-yl)-propyl]-amine). Reactants: FC1=C(C=CC=C1)C=1C=C(SC1S(=O)C1=CC(=CC=C1)OC)CN(C(OC(C)(C)C)=O)C (tert-Butyl ({4-(2-fluorophenyl)-5-[(3-methoxyphenyl)sulfinyl]-2-thienyl}methyl)methylcarbamate), C(C)(=O)OCC (ethyl acetate), C(C)(=O)OCC.Cl (hydrogen chloride-ethyl acetate). The solvent is C(C)O (ethanol). Reaction conditions: time 4 hour. Yields the product C(\C=C\C(=O)O)(=O)O.FC1=C(C=CC=C1)C=1C=C(SC1S(=O)C1=CC(=CC=C1)OC)CNC (1-{4-(2-fluorophenyl)-5-[(3-methoxyphenyl)sulfinyl]-2-thienyl}-N-methylmethanamine fumarate). Reaction SMILES: [F:1][C:2]1[CH:7]=[CH:6][CH:5]=[CH:4][C:3]=1[C:8]1[CH:9]=[C:10]([CH2:23][N:24](C)[C:25](=O)OC(C)(C)C)[S:11][C:12]=1[S:13]([C:15]1[CH:20]=[CH:19][CH:18]=[C:17]([O:21][CH3:22])[CH:16]=1)=[O:14].[C:33]([O:36]CC)(=[O:35])[CH3:34].Cl.[C:40]([O:43]CC)(=[O:42])[CH3:41]>C(O)C>[C:40]([OH:43])(=[O:42])/[CH:41]=[CH:34]/[C:33]([OH:36])=[O:35].[F:1][C:2]1[CH:7]=[CH:6][CH:5]=[CH:4][C:3]=1[C:8]1[CH:9]=[C:10]([CH2:23][NH:24][CH3:25])[S:11][C:12]=1[S:13]([C:15]1[CH:20]=[CH:19][CH:18]=[C:17]([O:21][CH3:22])[CH:16]=1)=[O:14] |f:1.2,5.6|. Procedure details: tert-Butyl ({4-(2-fluorophenyl)-5-[(3-methoxyphenyl)sulfinyl]-2-thienyl}methyl)methylcarbamate (231 mg) was dissolved in ethyl acetate (3 mL) and ethanol (1 mL), and a 4 mol/L hydrogen chloride-ethyl acetate solution (2 mL) was added at room temperature. After stirring for 4 hr, the reaction mixture was concentrated under reduced pressure. A saturated aqueous sodium hydrogen carbonate solution was added to the residue, and the mixture was extracted with ethyl acetate. The extract was washed with... The reactants are ice water, C(=O)(O)C1=CC=C2C(=CC=NC2=C1)Cl (7-Carboxy-4-chloroquinoline), [OH-].[K+] (potassium hydroxide), CN(C=O)C (dimethylformamide), CI (methyl iodide). Run in CO (methanol). Run at time 8 hour. The product is COC(=O)C1=CC=C2C(=CC=NC2=C1)Cl (7-methoxycarbonyl-4-chloroquinoline). Isolated yield 61.0%. As a reaction SMILES: [C:1]([C:4]1[CH:13]=[C:12]2[C:7]([C:8]([Cl:14])=[CH:9][CH:10]=[N:11]2)=[CH:6][CH:5]=1)([OH:3])=[O:2].[OH-].[K+].[CH3:17]N(C)C=O.CI>CO>[CH3:17][O:2][C:1]([C:4]1[CH:13]=[C:12]2[C:7]([C:8]([Cl:14])=[CH:9][CH:10]=[N:11]2)=[CH:6][CH:5]=1)=[O:3] |f:1.2|. Procedure: 7-Carboxy-4-chloroquinoline (5 g, 24.0 mmol) was dissolved in a mixed solution of potassium hydroxide (1.49 g, 26.6 mmol) with methanol (150 ml) and stirred at room temperature overnight. The reactant was evaporated to dryness under reduced pressure. The residue was added with dimethylformamide (DMF; 60 ml) and methyl iodide (3.5 g, 24.6 mmol) in the order named and stirred at 80° C. for an hour. The reaction mixture was poured into ice water. The resulting precipitates were collected by filtrat... Reactants: C(O)([O-])=O.[Na+] (sodium hydrogencarbonate), C1(=CC=CC=C1)CC(=O)N=C=S (2-phenylacetyl isothiocyanate), NC1=CC=C(OC2=CC(=NC=C2)NC(=O)N2CCN(CC2)C2CN(C2)C)C=C1 (4-(1-methylazetidin-3-yl)piperazine-1-carboxylic acid [4-(4-aminophenoxy)pyridin-2-yl]amide), [C@]12(C(=O)CC(CC1)C2(C)C)CS(=O)(=O)O ((1S)-(+)-10-camphorsulfonic acid). Solvent: C(C)(=O)OCC (Ethyl acetate), C1(=CC=CC=C1)C (toluene), C(C)O (ethanol), O1CCCC1 (tetrahydrofuran), CCCCCC (hexane), C(C)OCC (diethyl ether). Run at time 15 minute. Yields the product C1(=CC=CC=C1)CC(=O)NC(NC1=CC=C(OC2=CC(=NC=C2)NC(=O)N2CCN(CC2)C2CN(C2)C)C=C1)=S (4-(1-Methylazetidin-3-yl)piperazine-1-carboxylic acid {4-[4-(3-phenylacetylthioureido)phenoxy]pyridin-2-yl}amide). Yield: 23.3%. RXN SMILES: [NH2:1][C:2]1[CH:28]=[CH:27][C:5]([O:6][C:7]2[CH:12]=[CH:11][N:10]=[C:9]([NH:13][C:14]([N:16]3[CH2:21][CH2:20][N:19]([CH:22]4[CH2:25][N:24]([CH3:26])[CH2:23]4)[CH2:18][CH2:17]3)=[O:15])[CH:8]=2)=[CH:4][CH:3]=1.[C@]12(CS(O)(=O)=O)C(C)(C)C(CC1)CC2=O.[C:44]1([CH2:50][C:51]([N:53]=[C:54]=[S:55])=[O:52])[CH:49]=[CH:48][CH:47]=[CH:46][CH:45]=1.C(=O)([O-])O.[Na+]>C(O)C.C1(C)C=CC=CC=1.CCCCCC.C(OCC)C.C(OCC)(=O)C.O1CCCC1>[C:44]1([CH2:50][C:51]([NH:53][C:54](=[S:55])[NH:1][C:2]2[CH:28]=[CH:27][C:5]([O:6][C:7]3[CH:12]=[CH:11][N:10]=[C:9]([NH:13][C:14]([N:16]4[CH2:21][CH2:20][N:19]([CH:22]5[CH2:23][N:24]([CH3:26])[CH2:25]5)[CH2:18][CH2:17]4)=[O:15])[CH:8]=3)=[CH:4][CH:3]=2)=[O:52])[CH:49]=[CH:48][CH:47]=[CH:46][CH:45]=1 |f:3.4|. Procedure details: To a solution of 4-(1-methylazetidin-3-yl)piperazine-1-carboxylic acid [4-(4-aminophenoxy)pyridin-2-yl]amide (130 mg) in ethanol (6.0 ml)-tetrahydrofuran (6.0 ml) was added (1S)-(+)-10-camphorsulfonic acid (150 mg), followed by stirring at room temperature for 15 min. A solution of 2-phenylacetyl isothiocyanate in toluene (0.25 M, 4.08 ml) was added to the reaction mixture, followed by stirring at room temperature for 2 hrs. Ethyl acetate (50 ml) and a saturated aqueous solution of sodium hydrog... Starting materials: [N+](=O)([O-])C1=CC(=C(C=C1)C)N1C(=O)C2=NC=CC=C2C1=O (N-(4-nitro-o-tolyl)-pyridine-2,3-dicarboximide), [H][H] (hydrogen). The reagents and catalysts are [Ni] (Raney nickel). Run in C(C)(=O)OCC (ethyl acetate). The product is NC1=CC(=C(C=C1)C)N1C(=O)C2=NC=CC=C2C1=O (N-(4-amino-o-tolyl)-pyridine-2,3-dicarboximide). As a reaction SMILES: [N+:1]([C:4]1[CH:9]=[CH:8][C:7]([CH3:10])=[C:6]([N:11]2[C:20](=[O:21])[C:19]3[C:14](=[N:15][CH:16]=[CH:17][CH:18]=3)[C:12]2=[O:13])[CH:5]=1)([O-])=O.[H][H]>[Ni].C(OCC)(=O)C>[NH2:1][C:4]1[CH:9]=[CH:8][C:7]([CH3:10])=[C:6]([N:11]2[C:20](=[O:21])[C:19]3[C:14](=[N:15][CH:16]=[CH:17][CH:18]=3)[C:12]2=[O:13])[CH:5]=1. Reported procedure: The mixture of 2.83 g of N-(4-nitro-o-tolyl)-pyridine-2,3-dicarboximide, 200 ml of ethyl acetate and 1.6 g of prewashed Raney nickel is hydrogenated at 3.1 atm. and room temperature until the hydrogen uptake ceases. It is filtered, evaporated, the residue taken up in chloroform, the solution treated with charcoal, filtered, evaporated and the residue recrystallized from methanol, to yield the N-(4-amino-o-tolyl)-pyridine-2,3-dicarboximide of the formula ##SPC6## Reactants: OC1=CC=C(C(=O)OC)C=C1 (methyl 4-hydroxybenzoate), C(CCCCCCCCCCC)Br (dodecylbromide), C(CCCCCCCCCCCCCCCCC)OC1=CC=C(C(=O)OC)C=C1 (methyl 4-octadecyloxybenzoate). The product is C(CCCCCCCCCCC)OC1=CC=C(C(=O)OC)C=C1 (Methyl 4-dodecyloxybenzoate). As a reaction SMILES: OC1C=CC(C(OC)=O)=CC=1.C(Br)CCCCCCCCCCC.[CH2:25]([O:43][C:44]1[CH:53]=[CH:52][C:47]([C:48]([O:50][CH3:51])=[O:49])=[CH:46][CH:45]=1)[CH2:26][CH2:27][CH2:28][CH2:29][CH2:30][CH2:31][CH2:32][CH2:33][CH2:34][CH2:35][CH2:36]CCCCCC>>[CH2:25]([O:43][C:44]1[CH:45]=[CH:46][C:47]([C:48]([O:50][CH3:51])=[O:49])=[CH:52][CH:53]=1)[CH2:26][CH2:27][CH2:28][CH2:29][CH2:30][CH2:31][CH2:32][CH2:33][CH2:34][CH2:35][CH3:36]. Procedure details: This compound was prepared from methyl 4-hydroxybenzoate and dodecylbromide in an analogous manner to that described above for methyl 4-octadecyloxybenzoate. The reactants are [N+](#[C-])C(CC)S(=O)(=O)C1=CC=C(C=C1)C (1-(1-isocyanopropylsulfonyl)-4-methylbenzene), FC1=C(C=O)C=CC(=C1)C(F)(F)F (2-fluoro-4-(trifluoromethyl)benzaldehyde), C(=O)([O-])[O-].[K+].[K+] (K2CO3). The solvent is CO (MeOH). Yields the product C(C)C=1N=COC1C1=C(C=C(C=C1)C(F)(F)F)F (4-ethyl-5-(2-fluoro-4-(trifluoromethyl)phenyl)oxazole). The yield is 49.8%. RXN SMILES: [N+:1]([CH:3](S(C1C=CC(C)=CC=1)(=O)=O)[CH2:4][CH3:5])#[C-:2].[F:16][C:17]1[CH:24]=[C:23]([C:25]([F:28])([F:27])[F:26])[CH:22]=[CH:21][C:18]=1[CH:19]=[O:20].C([O-])([O-])=O.[K+].[K+]>CO>[CH2:4]([C:3]1[N:1]=[CH:2][O:20][C:19]=1[C:18]1[CH:21]=[CH:22][C:23]([C:25]([F:26])([F:27])[F:28])=[CH:24][C:17]=1[F:16])[CH3:5] |f:2.3.4|. Procedure details: A mixture of 1-(1-isocyanopropylsulfonyl)-4-methylbenzene (1.55 g, 6.94 mmol), 2-fluoro-4-(trifluoromethyl)benzaldehyde (0.95 mL, 6.9 mmol), and K2CO3 (1.15 g, 8.33 mmol) in MeOH (35 mL) was heated at reflux overnight. The reaction was cooled to ambient temperature and the volatiles evaporated at reduced pressure. The residue was diluted with water and the product extracted with EtOAc. The combined organic extract was washed with water and brine, dried (Na2SO4), filtered, and concentrated in vac... Reactants: CC(=O)N(Cc1cc(C(F)(F)F)cc(C(F)(F)F)c1)C1CCCN(C(=O)OC(C)(C)C)c2cc(C(F)(F)F)c(C)cc21, ClCCl, O=C(O)C(F)(F)F. Yields the product CC(=O)N(Cc1cc(C(F)(F)F)cc(C(F)(F)F)c1)C1CCCNc2cc(C(F)(F)F)c(C)cc21. As a reaction SMILES: [C:1]([O:2][C:3](=[O:4])[N:8]1[c:9]2[c:10]([cH:34][c:35]([CH3:42])[c:36]([C:38]([F:39])([F:40])[F:41])[cH:37]2)[CH:11]([N:15]([CH2:16][c:17]2[cH:18][c:19]([C:27]([F:28])([F:29])[F:30])[cH:20][c:21]([C:23]([F:24])([F:25])[F:26])[cH:22]2)[C:31]([CH3:32])=[O:33])[CH2:12][CH2:13][CH2:14]1)([CH3:5])([CH3:6])[CH3:7].[Cl:50][CH2:51][Cl:52].[F:43][C:44]([F:45])([F:46])[C:47]([OH:48])=[O:49]>>[NH:8]1[c:9]2[c:10]([cH:34][c:35]([CH3:42])[c:36]([C:38]([F:39])([F:40])[F:41])[cH:37]2)[CH:11]([N:15]([CH2:16][c:17]2[cH:18][c:19]([C:27]([F:28])([F:29])[F:30])[cH:20][c:21]([C:23]([F:24])([F:25])[F:26])[cH:22]2)[C:31]([CH3:32])=[O:33])[CH2:12][CH2:13][CH2:14]1. The reactants are C(C)(C)(C)OC(=O)N[C@@H](C)C(=O)OCCOC1=CC=C(C=C1)C1=C(C(=NC(=C1C#N)NC)SCC=1N=C(SC1)C1=CC=C(C=C1)Cl)C#N (2-{4-(2-({(2-(4-chlorophenyl)-1,3-thiazol-4-yl)methyl}sulfanyl)-3,5-dicyano-6-(methylamino)pyridin-4-yl)phenoxy}ethyl N-(tert-butoxycarbonyl)-L-alaninate), FC(C(=O)O)(F)F (trifluoroacetic acid). The solvent is ClCCl (dichloromethane). Run at time 8 hour. Yields the product FC(C(=O)O)(F)F.N[C@@H](C)C(=O)OCCOC1=CC=C(C=C1)C1=C(C(=NC(=C1C#N)NC)SCC=1N=C(SC1)C1=CC=C(C=C1)Cl)C#N (2-{4-(2-({(2-(4-Chlorophenyl)-1,3-thiazol-4-yl)methyl}sulfanyl)-3,5-dicyano-6-(methylamino)-pyridin-4-yl)phenoxy}ethyl L-alaninate trifluoroacetate). RXN SMILES: C(OC([NH:8][C@H:9]([C:11]([O:13][CH2:14][CH2:15][O:16][C:17]1[CH:22]=[CH:21][C:20]([C:23]2[C:28]([C:29]#[N:30])=[C:27]([NH:31][CH3:32])[N:26]=[C:25]([S:33][CH2:34][C:35]3[N:36]=[C:37]([C:40]4[CH:45]=[CH:44][C:43]([Cl:46])=[CH:42][CH:41]=4)[S:38][CH:39]=3)[C:24]=2[C:47]#[N:48])=[CH:19][CH:18]=1)=[O:12])[CH3:10])=O)(C)(C)C.[F:49][C:50]([F:55])([F:54])[C:51]([OH:53])=[O:52]>ClCCl>[F:49][C:50]([F:55])([F:54])[C:51]([OH:53])=[O:52].[NH2:8][C@H:9]([C:11]([O:13][CH2:14][CH2:15][O:16][C:17]1[CH:22]=[CH:21][C:20]([C:23]2[C:28]([C:29]#[N:30])=[C:27]([NH:31][CH3:32])[N:26]=[C:25]([S:33][CH2:34][C:35]3[N:36]=[C:37]([C:40]4[CH:41]=[CH:42][C:43]([Cl:46])=[CH:44][CH:45]=4)[S:38][CH:39]=3)[C:24]=2[C:47]#[N:48])=[CH:19][CH:18]=1)=[O:12])[CH3:10] |f:3.4|. Reported procedure: 2.18 g (3.091 mmol) of 2-{4-(2-({(2-(4-chlorophenyl)-1,3-thiazol-4-yl)methyl}sulfanyl)-3,5-dicyano-6-(methylamino)pyridin-4-yl)phenoxy}ethyl N-(tert-butoxycarbonyl)-L-alaninate (Example 17A) were initially charged in 45 ml of dichloromethane. 4.76 ml (61.821 mmol) of trifluoroacetic acid were added, and the reaction solution was then stirred at RT overnight. The reaction solution was concentrated on a rotary evaporator and the residue was purified by preparative HPLC (acetonitrile/water+0.1% TFA...